Dataset: the Open Reaction Database (ORD), a public repository of structured organic reaction records. Task: describe an organic reaction: reactants, conditions, products, and yield Reactants: CC(=O)OCC1=C2C=CC=CC2=C(C3=CC=CC=C31)COC(=O)C (Acetic), NC=1C=C(C=CC1)O (m-aminophenol). Solvent: ice, O (water). Run at time 30 minute. Product: C(C)(=O)NC=1C=C(C=CC1)O (3-acetamidophenol). The yield is 92.0%. RXN SMILES: [CH3:1][C:2](OCC1C2C(=CC=CC=2)C(COC(C)=O)=C2C=1C=CC=C2)=[O:3].[NH2:25][C:26]1[CH:27]=[C:28]([OH:32])[CH:29]=[CH:30][CH:31]=1>O>[C:2]([NH:25][C:26]1[CH:27]=[C:28]([OH:32])[CH:29]=[CH:30][CH:31]=1)(=[O:3])[CH3:1]. Reported procedure: Acetic anhhydride (21.2 ml, 220 mmol) was slowly added to a suspension of m-aminophenol (24.0 g, 220 mmol) in 60% of crushed ice and 60 ml of cold water. The reaction mixture was vigorously stirred for 30 minutes. The white precipitate was filtered, washed with cold water, and air-dried to give 30.5 g (92%) of pure 3-acetamidophenol, m.p. 147°-149° C. Reactants: CN(C)C=O, [F-], [K+], CCOC(=O)COc1cc(Cl)c([N+](=O)[O-])cc1[N+](=O)[O-], O. As a reaction SMILES: [CH3:23][N:24]([CH3:25])[CH:26]=[O:27].[F-:21].[K+:22].[N+:1](=[O:2])([O-:3])[c:4]1[c:5]([O:6][CH2:7][C:8](=[O:9])[O:10][CH2:11][CH3:12])[cH:13][c:14]([Cl:20])[c:15]([N+:17](=[O:18])[O-:19])[cH:16]1.[OH2:28]>>[N+:1](=[O:2])([O-:3])[c:4]1[c:5]([O:6][CH2:7][C:8](=[O:9])[O:10][CH2:11][CH3:12])[cH:13][c:14]([F:21])[c:15]([N+:17](=[O:18])[O-:19])[cH:16]1. Product: CCOC(=O)COc1cc(F)c([N+](=O)[O-])cc1[N+](=O)[O-]. Yields the product CC1CCC(C(C)C)C(OC(=O)C2(CC(=O)OC(C)(C)C)C(=O)N(Cc3ccc(Br)cc3F)C(=O)c3ccccc32)C1. As a reaction SMILES: [Br:41][CH2:42][C:43](=[O:44])[O:45][C:46]([CH3:47])([CH3:48])[CH3:49].[CH:1]1([CH3:34])[CH2:2][CH:3]([O:10][C:11](=[O:12])[CH:13]2[C:14](=[O:33])[N:15]([CH2:24][c:25]3[c:26]([F:32])[cH:27][c:28]([Br:31])[cH:29][cH:30]3)[C:16](=[O:23])[c:17]3[cH:18][cH:19][cH:20][cH:21][c:22]32)[CH:4]([CH:7]([CH3:8])[CH3:9])[CH2:5][CH2:6]1.[K+:35].[K+:36].[O-:37][C:38]([O-:39])=[O:40].[O:51]=[CH:52][N:53]([CH3:54])[CH3:55].[OH2:50]>>[CH:1]1([CH3:34])[CH2:2][CH:3]([O:10][C:11](=[O:12])[C:13]2([CH2:42][C:43](=[O:44])[O:45][C:46]([CH3:47])([CH3:48])[CH3:49])[C:14](=[O:33])[N:15]([CH2:24][c:25]3[c:26]([F:32])[cH:27][c:28]([Br:31])[cH:29][cH:30]3)[C:16](=[O:23])[c:17]3[cH:18][cH:19][cH:20][cH:21][c:22]32)[CH:4]([CH:7]([CH3:8])[CH3:9])[CH2:5][CH2:6]1. Reactants: CC(C)(C)OC(=O)CBr, CC1CCC(C(C)C)C(OC(=O)C2C(=O)N(Cc3ccc(Br)cc3F)C(=O)c3ccccc32)C1, [K+], [K+], O=C([O-])[O-], CN(C)C=O, O. Starting materials: FC=1C=C(C=C(C1)F)O (3,5-difluorophenol), [N+](=O)(O)[O-] (nitric acid). Reagents/catalysts: S(=O)(=O)([O-])[O-].[Ni+].[NH4+] (ammonium nickel sulfate). The solvent is ClCCl (dichloromethane). Conditions: time 30 minute. Product: FC=1C(=C(C=C(C1)F)O)[N+](=O)[O-] (3,5-Difluoro-2-nitrophenol). RXN SMILES: [F:1][C:2]1[CH:3]=[C:4]([OH:9])[CH:5]=[C:6]([F:8])[CH:7]=1.[N+:10]([O-])([OH:12])=[O:11]>ClCCl.S([O-])([O-])(=O)=O.[Ni+].[NH4+]>[F:1][C:2]1[C:3]([N+:10]([O-:12])=[O:11])=[C:4]([OH:9])[CH:5]=[C:6]([F:8])[CH:7]=1 |f:3.4.5|. Procedure: To a yellow solution of 3,5-difluorophenol (1.50 g, 11.5 mmol) in dichloromethane (20 mL) under a blanket of nitrogen is added ammonium nickel sulfate (4.56 g, 11.54 mmol) with vigorous stirring, followed by the addition of nitric acid (69%, 0.74 mL, 11.54 mmol). The resulting heterogeneous mixture is then stirred at ambient temperature vigorously for 30 minutes. It is filtered and dichloromethane is removed under reduced pressure. The residue is purified by column chromatography to afforded a y... Starting materials: N#Cc1cccc(CN2CCC(NS(=O)(=O)c3ccc4c(c3)CNCC4)C2=O)c1, CC(=O)O[BH-](OC(C)=O)OC(C)=O, C=O, ClCCl, [Na+]. The product is CN1CCc2ccc(S(=O)(=O)NC3CCN(Cc4cccc(C#N)c4)C3=O)cc2C1. As a reaction SMILES: [C:1](#[N:2])[c:3]1[cH:4][c:5]([CH2:6][N:7]2[C:8](=[O:26])[CH:9]([NH:12][S:13](=[O:14])(=[O:15])[c:16]3[cH:17][cH:18][c:19]4[c:24]([cH:25]3)[CH2:23][NH:22][CH2:21][CH2:20]4)[CH2:10][CH2:11]2)[cH:27][cH:28][cH:29]1.[C:32]([O:33][BH-:34]([O:35][C:36](=[O:37])[CH3:38])[O:39][C:40](=[O:41])[CH3:42])(=[O:43])[CH3:44].[CH2:30]=[O:31].[Cl:46][CH2:47][Cl:48].[Na+:45]>>[C:1](#[N:2])[c:3]1[cH:4][c:5]([CH2:6][N:7]2[C:8](=[O:26])[CH:9]([NH:12][S:13](=[O:14])(=[O:15])[c:16]3[cH:17][cH:18][c:19]4[c:24]([cH:25]3)[CH2:23][N:22]([CH3:32])[CH2:21][CH2:20]4)[CH2:10][CH2:11]2)[cH:27][cH:28][cH:29]1.